From a dataset of the Open Reaction Database (ORD), a public repository of structured organic reaction records. describe an organic reaction: reactants, conditions, products, and yield Starting materials: CO, COCOc1c(C=O)cccc1C(C)C, COC(OC)OC, [Cl-], [NH4+]. Product: COCOc1c(C(C)C)cccc1C(OC)OC. As a reaction SMILES: [CH3:25][OH:26].[CH:10]([CH3:11])([CH3:12])[c:13]1[c:14]([O:21][CH2:22][O:23][CH3:24])[c:15]([CH:16]=[O:17])[cH:18][cH:19][cH:20]1.[CH:1]([O:2][CH3:3])([O:4][CH3:5])[O:6][CH3:7].[Cl-:8].[NH4+:9]>>[CH:1]([O:4][CH3:5])([O:6][CH3:7])[c:15]1[c:14]([O:21][CH2:22][O:23][CH3:24])[c:13]([CH:10]([CH3:11])[CH3:12])[cH:20][cH:19][cH:18]1.